Dataset: the Open Reaction Database (ORD), a public repository of structured organic reaction records. Task: describe an organic reaction: reactants, conditions, products, and yield Starting materials: ClCCl (dichloromethane), CON(C(=O)C=1C=NNC1)C (N-methoxy-N-methyl-1H-pyrazole-4-carboxamide), C[Si](CCOCCl)(C)C (2-(trimethysilyl)ethoxymethyl chloride), C(C)(C)N(C(C)C)CC (N,N-diisopropylethylamine). The solvent is C(C)(=O)OCC (ethyl acetate). Run at time 16 hour. The product is CON(C(=O)C=1C=NN(C1)COCC[Si](C)(C)C)C (N-Methoxy-N-methyl-1-{[2-(trimethylsilyl)ethoxy]methyl}-1H-pyrazole-4-carboxamide). The yield is 42.6%. Reaction SMILES: ClCCl.[CH3:4][O:5][N:6]([CH3:14])[C:7]([C:9]1[CH:10]=[N:11][NH:12][CH:13]=1)=[O:8].[CH3:15][Si:16]([CH3:23])([CH3:22])[CH2:17][CH2:18][O:19][CH2:20]Cl.C(N(CC)C(C)C)(C)C>C(OCC)(=O)C>[CH3:4][O:5][N:6]([CH3:14])[C:7]([C:9]1[CH:13]=[N:12][N:11]([CH2:20][O:19][CH2:18][CH2:17][Si:16]([CH3:23])([CH3:22])[CH3:15])[CH:10]=1)=[O:8]. Reported procedure: A dichloromethane solution (3 mL) of N-methoxy-N-methyl-1H-pyrazole-4-carboxamide (142.7 mg, 2.68 mmol) was mixed with 2-(trimethysilyl)ethoxymethyl chloride (0.47 mL, 2.68 mmol) and N,N-diisopropylethylamine (0.94 mL, 5.36 mmol) and stirred at room temperature for 16 hours. After completion of the reaction, the reaction solution was mixed with ethyl acetate washed with saturated aqueous sodium chloride and the organic layer was dried over anhydrous sodium sulfate and evaporated under reduced pr... Starting materials: CC(=O)O[BH-](OC(C)=O)OC(C)=O, COc1cc(-c2nn(C3CCNCC3)c3ncnc(N)c23)ccc1NCc1ccc(C)o1, Cn1ccnc1C=O, CC(=O)O, CC(Cl)Cl, [Na+]. Yields the product COc1cc(-c2nn(C3CCN(Cc4nccn4C)CC3)c3ncnc(N)c23)ccc1NCc1ccc(C)o1. Reaction SMILES: [C:45]([O:46][BH-:47]([O:48][C:49](=[O:50])[CH3:51])[O:52][C:53](=[O:54])[CH3:55])(=[O:56])[CH3:57].[CH3:1][O:2][c:3]1[cH:4][c:5](-[c:17]2[n:18][n:19]([CH:27]3[CH2:28][CH2:29][NH:30][CH2:31][CH2:32]3)[c:20]3[n:21][cH:22][n:23][c:24]([NH2:26])[c:25]23)[cH:6][cH:7][c:8]1[NH:9][CH2:10][c:11]1[o:12][c:13]([CH3:16])[cH:14][cH:15]1.[CH3:33][n:34]1[c:35]([CH:39]=[O:40])[n:36][cH:37][cH:38]1.[CH3:41][C:42](=[O:43])[OH:44].[Cl:59][CH:60]([Cl:61])[CH3:62].[Na+:58]>>[CH3:1][O:2][c:3]1[cH:4][c:5](-[c:17]2[n:18][n:19]([CH:27]3[CH2:28][CH2:29][N:30]([CH2:39][c:35]4[n:34]([CH3:33])[cH:38][cH:37][n:36]4)[CH2:31][CH2:32]3)[c:20]3[n:21][cH:22][n:23][c:24]([NH2:26])[c:25]23)[cH:6][cH:7][c:8]1[NH:9][CH2:10][c:11]1[o:12][c:13]([CH3:16])[cH:14][cH:15]1.